Dataset: the Open Reaction Database (ORD), a public repository of structured organic reaction records. Task: describe an organic reaction: reactants, conditions, products, and yield The reactants are O=C(Cl)C(=O)Cl, ClCCl, O=S(=O)(O)c1ccc(N2CCCC2)cc1, CN(C)C=O. Yields the product O=S(=O)(Cl)c1ccc(N2CCCC2)cc1. RXN SMILES: [Cl:21][C:22]([C:23]([Cl:24])=[O:25])=[O:26].[Cl:27][CH2:28][Cl:29].[N:6]1([c:11]2[cH:12][cH:13][c:14]([S:17](=[O:18])(=[O:19])[OH:20])[cH:15][cH:16]2)[CH2:7][CH2:8][CH2:9][CH2:10]1.[O:1]=[CH:2][N:3]([CH3:4])[CH3:5]>>[N:6]1([c:11]2[cH:12][cH:13][c:14]([S:17](=[O:18])(=[O:20])[Cl:21])[cH:15][cH:16]2)[CH2:7][CH2:8][CH2:9][CH2:10]1.